Task: describe an organic reaction: reactants, conditions, products, and yield. Dataset: the Open Reaction Database (ORD), a public repository of structured organic reaction records Reactants: FC1=CC=C(C=C1)C=1N(C=C(C1C1=CC=NC=C1)C1(CC2CCC(C1)N2C)O)[Si](C(C)C)(C(C)C)C(C)C (2-(4-fluorophenyl)-4-(3-hydroxy-8-methyl-8-azabicyclo[3.2.1]octan-3-yl)-3-(pyridin-4-yl)-1-triisopropylsilyl-1H-pyrrole), [F-].C(CCC)[N+](CCCC)(CCCC)CCCC (tetrabutylammonium fluoride), C(C)[SiH](CC)CC (triethylsilane), FC(C(=O)O)(F)F (trifluoroacetic acid). Yields the product FC1=CC=C(C=C1)C=1NC=C(C1C1=CC=NC=C1)C1=CC2CCC(C1)N2C ((±)-2-(4-Fluorophenyl)-4-(8-methyl-8-azabicyclo[3.2.1]oct-2-en-3-yl)-3-(pyridin-4-yl)-1H-pyrrole). The yield is 83.0%. Reaction SMILES: [F:1][C:2]1[CH:7]=[CH:6][C:5]([C:8]2[N:9]([Si](C(C)C)(C(C)C)C(C)C)[CH:10]=[C:11]([C:19]3(O)[CH2:25][CH:24]4[N:26]([CH3:27])[CH:21]([CH2:22][CH2:23]4)[CH2:20]3)[C:12]=2[C:13]2[CH:18]=[CH:17][N:16]=[CH:15][CH:14]=2)=[CH:4][CH:3]=1.C([SiH](CC)CC)C.FC(F)(F)C(O)=O.[F-].C([N+](CCCC)(CCCC)CCCC)CCC>>[F:1][C:2]1[CH:7]=[CH:6][C:5]([C:8]2[NH:9][CH:10]=[C:11]([C:19]3[CH2:25][CH:24]4[N:26]([CH3:27])[CH:21]([CH2:22][CH2:23]4)[CH:20]=3)[C:12]=2[C:13]2[CH:18]=[CH:17][N:16]=[CH:15][CH:14]=2)=[CH:4][CH:3]=1 |f:3.4|. Reported procedure: In a similar manner to that described in Example 9(iii) above, 2-(4-fluorophenyl)-4-(3-hydroxy-8-methyl-8-azabicyclo[3.2.1]octan-3-yl)-3-(pyridin-4-yl)-1-triisopropylsilyl-1H-pyrrole (a mixture of isomers A and B, prepared as described in step 43(i) above] was subjected to dehydration using triethylsilane and trifluoroacetic acid followed by desilylation (deprotection) with tetrabutylammonium fluoride to give the title compound (yield 83%) as a white powder. Reactants: C(C)(C)[Si](S)(C(C)C)C(C)C (triisopropylsilane thiol), [H-].[Na+] (sodium hydride), COC1=CC=C(C=C1)N1[C@@H]([C@@H](C1=O)OS(=O)(=O)C(F)(F)F)C(=O)OCC ((2S,3S)-ethyl 1-(4-methoxyphenyl)-4-oxo-3-(trifluoromethylsulfonyloxy)azetidine-2-carboxylate). Solvent: C1CCOC1 (THF). Run at time 15 minute. The product is S[C@@H]1[C@H](N(C1=O)C1=CC=C(C=C1)OC)C(=O)OCC ((2R,3R)-ethyl 3-mercapto-1-(4-methoxyphenyl)-4-oxoazetidine-2-carboxylate). As a reaction SMILES: C([Si](C(C)C)(C(C)C)[SH:5])(C)C.[H-].[Na+].[CH3:14][O:15][C:16]1[CH:21]=[CH:20][C:19]([N:22]2[C:25](=[O:26])[C@@H:24](OS(C(F)(F)F)(=O)=O)[C@H:23]2[C:35]([O:37][CH2:38][CH3:39])=[O:36])=[CH:18][CH:17]=1>C1COCC1>[SH:5][C@H:24]1[C:25](=[O:26])[N:22]([C:19]2[CH:20]=[CH:21][C:16]([O:15][CH3:14])=[CH:17][CH:18]=2)[C@@H:23]1[C:35]([O:37][CH2:38][CH3:39])=[O:36] |f:1.2|. Procedure: To a solution of triisopropylsilane thiol (0.91 mmol) in anhydrous THF (2 ml) was added sodium hydride (0.68 mmol, 60% in mineral oil) and the reaction mixture was stirred at room temperature for 15 min. Afterwards, compound 109 (0.45 mmol, dissolved in 2 ml THF) was added to the reaction and the mixture was stirred at room temperature for 1 h. Then it was concentrated in vacuo, diluted with ethyl acetate and washed with sodium bicarbonate. The layers were separated and the organic layer was dri... Reactants: O=C([O-])O, CCc1ccc(S(=O)(=O)Cl)cc1, [Na+], [Na+], [Na+], O, O=S([O-])[O-]. Yields the product CCc1ccc(S(=O)[O-])cc1, [Na+]. Reaction SMILES: [C:7](=[O:8])([OH:9])[O-:10].[CH2:12]([CH3:13])[c:14]1[cH:15][cH:16][c:17]([S:20](=[O:21])(=[O:22])[Cl:23])[cH:18][cH:19]1.[Na+:11].[Na+:5].[Na+:6].[OH2:24].[S:1]([O-:2])([O-:3])=[O:4]>>[CH2:12]([CH3:13])[c:14]1[cH:15][cH:16][c:17]([S:20](=[O:21])[O-:22])[cH:18][cH:19]1.[Na+:5].